Dataset: the Open Reaction Database (ORD), a public repository of structured organic reaction records. Task: describe an organic reaction: reactants, conditions, products, and yield Starting materials: C(C)(C)(C)[Si](C=1N(C=CN1)C)(C)C (2-(tert-butyl-dimethyl-silanyl)-1-methyl-1H-imidazole), C(C)(CC)[Li] (sec-butyllithium), ClC1=CC=C(C(=O)C=2C=C3C(=CC(N(C3=CC2)CC2CC2)=O)C2=CC(=CC=C2)C#C[Si](C)(C)C)C=C1 (6-(4-Chloro-benzoyl)-1-cyclopropylmethyl-4-(3-trimethylsilanylethynyl-phenyl)-1H-quinolin-2-one). Run in C1CCOC1 (THF), C1CCOC1 (THF). Conditions: temperature 0 celsius, time 3 hour. Product: C(C)(C)(C)[Si](C1=NC=C(N1C)C(C=1C=C2C(=CC(N(C2=CC1)CC1CC1)=O)C1=CC(=CC=C1)C#C[Si](C)(C)C)(O)C1=CC=C(C=C1)Cl)(C)C (6-[[2-(tert-Butyl-dimethyl-silanyl)-3-methyl-3H-imidazol-4-yl]-(4-chloro-phenyl)-hydroxy-methyl]-1-cyclopropylmethyl4-(3-trimethylsilanylethynyl-phenyl)-1H-quinolin-2one). The yield is 93.7%. RXN SMILES: [C:1]([Si:5]([CH3:13])([CH3:12])[C:6]1[N:7]([CH3:11])[CH:8]=[CH:9][N:10]=1)([CH3:4])([CH3:3])[CH3:2].C([Li])(CC)C.[Cl:19][C:20]1[CH:54]=[CH:53][C:23]([C:24]([C:26]2[CH:27]=[C:28]3[C:33](=[CH:34][CH:35]=2)[N:32]([CH2:36][CH:37]2[CH2:39][CH2:38]2)[C:31](=[O:40])[CH:30]=[C:29]3[C:41]2[CH:46]=[CH:45][CH:44]=[C:43]([C:47]#[C:48][Si:49]([CH3:52])([CH3:51])[CH3:50])[CH:42]=2)=[O:25])=[CH:22][CH:21]=1>C1COCC1>[C:1]([Si:5]([CH3:13])([CH3:12])[C:6]1[N:7]([CH3:11])[C:8]([C:24]([C:23]2[CH:53]=[CH:54][C:20]([Cl:19])=[CH:21][CH:22]=2)([OH:25])[C:26]2[CH:27]=[C:28]3[C:33](=[CH:34][CH:35]=2)[N:32]([CH2:36][CH:37]2[CH2:39][CH2:38]2)[C:31](=[O:40])[CH:30]=[C:29]3[C:41]2[CH:46]=[CH:45][CH:44]=[C:43]([C:47]#[C:48][Si:49]([CH3:51])([CH3:52])[CH3:50])[CH:42]=2)=[CH:9][N:10]=1)([CH3:4])([CH3:3])[CH3:2]. Reported procedure: A solution of 2-(tert-butyl-dimethyl-silanyl)-1-methyl-1H-imidazole (1.71 g, 8.7 mmol) in THF (40 mL) at −78° C. was treated with sec-butyllithium (1.3 M in cyclohexane, 8.4 mL, 10.9 mmol). The reaction mixture was warmed to 0° C., stirred for 3 hours, and cooled to −78° C. A solution of 6-(4-Chloro-benzoyl)-1-cyclopropylmethyl-4-(3-trimethylsilanylethynyl-phenyl)-1H-quinolin-2-one (3.47 g, 6.8 mmol) (2.87 g, 6.4 mmol) in THF (20 mL) was cannulated into the reaction mixture, slowly warmed to roo...